Dataset: the Open Reaction Database (ORD), a public repository of structured organic reaction records. Task: describe an organic reaction: reactants, conditions, products, and yield Starting materials: ClC1=CC=2N(C3=CC=CC=C3SC2C=C1)CCCN1CCN(CC1)CCCl (1-[3-(2-chloro-10H-phenothiazin-10-yl)propyl]-4-(2-chloroethyl)piperazine), CC(C)NCCCCC1=CC=C(C=C1)O (4-[4-(1-methylethyl)aminobutyl]phenol), [OH-].[Na+] (sodium hydroxide). Solvent: O (water). Product: Cl.Cl.Cl.ClC1=CC=2N(C3=CC=CC=C3SC2C=C1)CCCN1CCN(CC1)CCOC1=CC=C(C=C1)CCCCNC(C)C (1-[3-(2-chloro-10H-phenothiazin-10-yl)propyl]-4-[2-[4-[4-(1-methylethyl)aminobutyl]phenoxy]ethyl]piperazine trihydrochloride). Isolated yield 127.4%. Reaction SMILES: [Cl:1][C:2]1[CH:15]=[CH:14][C:13]2[S:12][C:11]3[C:6](=[CH:7][CH:8]=[CH:9][CH:10]=3)[N:5]([CH2:16][CH2:17][CH2:18][N:19]3[CH2:24][CH2:23][N:22]([CH2:25][CH2:26]Cl)[CH2:21][CH2:20]3)[C:4]=2[CH:3]=1.[CH3:28][CH:29]([NH:31][CH2:32][CH2:33][CH2:34][CH2:35][C:36]1[CH:41]=[CH:40][C:39]([OH:42])=[CH:38][CH:37]=1)[CH3:30].[OH-].[Na+]>O>[ClH:1].[ClH:1].[ClH:1].[Cl:1][C:2]1[CH:15]=[CH:14][C:13]2[S:12][C:11]3[C:6](=[CH:7][CH:8]=[CH:9][CH:10]=3)[N:5]([CH2:16][CH2:17][CH2:18][N:19]3[CH2:20][CH2:21][N:22]([CH2:25][CH2:26][O:42][C:39]4[CH:40]=[CH:41][C:36]([CH2:35][CH2:34][CH2:33][CH2:32][NH:31][CH:29]([CH3:28])[CH3:30])=[CH:37][CH:38]=4)[CH2:23][CH2:24]3)[C:4]=2[CH:3]=1 |f:2.3,5.6.7.8|. Procedure: A solution of 1-[3-(2-chloro-10H-phenothiazin-10-yl)propyl]-4-(2-chloroethyl)piperazine (10 g) and 4-[4-(1-methylethyl)aminobutyl]phenol (4.9 g) was stirred at 55° under nitrogen and a solution of sodium hydroxide (0.94 g) in water (7 ml) was added. The reaction was stirred and heated at 55°-65° for 5 hours. The usual work-up yielded the crude trihydrochloride salt. Crystallization of the product from methanol-ethanol yielded 5.3 g of 1-[3-(2-chloro-10H-phenothiazin-10-yl)propyl]-4-[2-[4-[4-(1-m... The reactants are O=C([O-])[O-], Fc1cc(Br)ccc1OCc1ccccc1, Cc1cc2ccccc2[nH]1, CN1CCCC1=O, [Cu]Br, [K+], [K+]. The product is Cc1cc2ccccc2n1-c1ccc(OCc2ccccc2)c(F)c1. As a reaction SMILES: [C:27](=[O:28])([O-:29])[O-:30].[CH2:11]([c:12]1[cH:13][cH:14][cH:15][cH:16][cH:17]1)[O:18][c:19]1[c:20]([F:26])[cH:21][c:22]([Br:25])[cH:23][cH:24]1.[CH3:1][c:2]1[nH:3][c:4]2[cH:5][cH:6][cH:7][cH:8][c:9]2[cH:10]1.[CH3:35][N:36]1[CH2:37][CH2:38][CH2:39][C:40]1=[O:41].[Cu:33][Br:34].[K+:31].[K+:32]>>[CH3:1][c:2]1[n:3](-[c:22]2[cH:21][c:20]([F:26])[c:19]([O:18][CH2:11][c:12]3[cH:13][cH:14][cH:15][cH:16][cH:17]3)[cH:24][cH:23]2)[c:4]2[cH:5][cH:6][cH:7][cH:8][c:9]2[cH:10]1. Starting materials: COc1ncc(Br)s1, O=C([O-])O, CCCC[Sn](Cl)(CCCC)CCCC, [Li]CCCC, CCOCC, [Na+]. The product is CCCC[Sn](CCCC)(CCCC)c1cnc(OC)s1. As a reaction SMILES: [Br:1][c:2]1[cH:3][n:4][c:5]([O:7][CH3:8])[s:6]1.[C:28](=[O:29])([OH:30])[O-:31].[CH2:14]([CH2:15][CH2:16][CH3:17])[Sn:18]([CH2:19][CH2:20][CH2:21][CH3:22])([CH2:23][CH2:24][CH2:25][CH3:26])[Cl:27].[CH2:9]([Li:10])[CH2:11][CH2:12][CH3:13].[CH3:33][CH2:34][O:35][CH2:36][CH3:37].[Na+:32]>>[c:2]1([Sn:18]([CH2:14][CH2:15][CH2:16][CH3:17])([CH2:19][CH2:20][CH2:21][CH3:22])[CH2:23][CH2:24][CH2:25][CH3:26])[cH:3][n:4][c:5]([O:7][CH3:8])[s:6]1. The reactants are COC(COC1=C(C=CC=C1)N(C)C(C1=CC(=C(C=C1)Cl)C=1C=NC(=CC1C)Cl)=O)=O ((2-{[4-Chloro-3-(6-chloro-4-methyl-pyridin-3-yl)-benzoyl]-methyl-amino}-phenoxy)-acetic acid methyl ester), N (ammonia). Run in CO (MeOH). Product: C(N)(=O)COC1=C(C=CC=C1)N(C(C1=CC(=C(C=C1)Cl)C=1C=NC(=CC1C)Cl)=O)C (N-(2-carbamoylmethoxy-phenyl)-4-chloro-3-(6-chloro-4-methyl-pyridin-3-yl)-N-methyl-benzamide). As a reaction SMILES: CO[C:3](=[O:31])[CH2:4][O:5][C:6]1[CH:11]=[CH:10][CH:9]=[CH:8][C:7]=1[N:12]([C:14](=[O:30])[C:15]1[CH:20]=[CH:19][C:18]([Cl:21])=[C:17]([C:22]2[CH:23]=[N:24][C:25]([Cl:29])=[CH:26][C:27]=2[CH3:28])[CH:16]=1)[CH3:13].[NH3:32]>CO>[C:3]([CH2:4][O:5][C:6]1[CH:11]=[CH:10][CH:9]=[CH:8][C:7]=1[N:12]([CH3:13])[C:14](=[O:30])[C:15]1[CH:20]=[CH:19][C:18]([Cl:21])=[C:17]([C:22]2[CH:23]=[N:24][C:25]([Cl:29])=[CH:26][C:27]=2[CH3:28])[CH:16]=1)(=[O:31])[NH2:32]. Procedure: (2-{[4-Chloro-3-(6-chloro-4-methyl-pyridin-3-yl)-benzoyl]-methyl-amino}-phenoxy)-acetic acid methyl ester (28 mg, 0.06 mmol) was dissolved in 7N ammonia in MeOH (1 mL) and stirred at room temperature until starting material was consumed. The mixture was concentrated and taken up in MeOH, filtered and washed with methanol to yield N-(2-carbamoylmethoxy-phenyl)-4-chloro-3-(6-chloro-4-methyl-pyridin-3-yl)-N-methyl-benzamide 6-1. MS [M+H]+: 444.0; tR=6.25 min; (method 2) Starting materials: CC(NC(=O)c1cnc2n1C(C)(Cc1ccc(-c3ccc(F)cc3)cc1)C(=O)N2c1cc(Cl)cc(Cl)c1)C(=O)OC(C)(C)C, ClCCl, O=C(O)C(F)(F)F, O. Yields the product CC(NC(=O)c1cnc2n1C(C)(Cc1ccc(-c3ccc(F)cc3)cc1)C(=O)N2c1cc(Cl)cc(Cl)c1)C(=O)O. RXN SMILES: [C:1]([CH3:2])([CH3:3])([CH3:4])[O:5][C:6]([CH:7]([CH3:8])[NH:9][C:10](=[O:11])[c:12]1[cH:13][n:14][c:15]2[n:16]1[C:17]([CH3:29])([CH2:30][c:31]1[cH:32][cH:33][c:34](-[c:37]3[cH:38][cH:39][c:40]([F:43])[cH:41][cH:42]3)[cH:35][cH:36]1)[C:18](=[O:28])[N:19]2[c:20]1[cH:21][c:22]([Cl:27])[cH:23][c:24]([Cl:26])[cH:25]1)=[O:44].[Cl:52][CH2:53][Cl:54].[F:45][C:46]([F:47])([F:48])[C:49]([OH:50])=[O:51].[OH2:55]>>[O:5]=[C:6]([CH:7]([CH3:8])[NH:9][C:10](=[O:11])[c:12]1[cH:13][n:14][c:15]2[n:16]1[C:17]([CH3:29])([CH2:30][c:31]1[cH:32][cH:33][c:34](-[c:37]3[cH:38][cH:39][c:40]([F:43])[cH:41][cH:42]3)[cH:35][cH:36]1)[C:18](=[O:28])[N:19]2[c:20]1[cH:21][c:22]([Cl:27])[cH:23][c:24]([Cl:26])[cH:25]1)[OH:44].